This data is from the Open Reaction Database (ORD), a public repository of structured organic reaction records. The task is: describe an organic reaction: reactants, conditions, products, and yield Reaction SMILES: [O:1]1[CH2:5][CH2:4][NH:3][C:2]1=[O:6].C[O:8][C:9](=[O:18])[C:10]1[CH:15]=[C:14](I)[CH:13]=[C:12](Br)[CH:11]=1.[Cl:19][C:20]1[CH:25]=[CH:24][C:23]([C@@:26]2([CH3:38])[C@:28]3([C:36]4[C:31](=[CH:32][CH:33]=[CH:34][CH:35]=4)[NH:30][C:29]3=[O:37])[CH2:27]2)=[CH:22][CH:21]=1>>[Cl:19][C:20]1[CH:21]=[CH:22][C:23]([C@:26]2([CH3:38])[C@@:28]3([C:36]4[C:31](=[CH:32][CH:33]=[CH:34][CH:35]=4)[N:30]([C:12]4[CH:11]=[C:10]([CH:15]=[C:14]([N:3]5[CH2:4][CH2:5][O:1][C:2]5=[O:6])[CH:13]=4)[C:9]([OH:8])=[O:18])[C:29]3=[O:37])[CH2:27]2)=[CH:24][CH:25]=1. The reactants are O1C(NCC1)=O (oxazolidin-2-one), 489.1, COC(C1=CC(=CC(=C1)I)Br)=O (3-bromo-5-iodo-benzoic acid methylester), ClC1=CC=C(C=C1)[C@@]1(C[C@]12C(NC1=CC=CC=C21)=O)C ((1S,2S)-2-(4-chlorophenyl)-2-methylspiro[cyclopropane-1,3′-indolin]-2′-one). The product is ClC1=CC=C(C=C1)[C@]1(C[C@@]12C(N(C1=CC=CC=C21)C=2C=C(C(=O)O)C=C(C2)N2C(OCC2)=O)=O)C ((1R,2R)-3-(2-(4-chlorophenyl)-2-methyl-2′-oxospiro[cyclopropane-1,3′-indoline]-1′-yl)-5-(2-oxooxazolidin-3-yl)benzoic acid). Procedure details: The title compound was prepared in analogy to Example 95 starting from oxazolidin-2-one (commercially available), 3-bromo-5-iodobenzoic acid methylester prepared in Example 92, (1R,2R) and (1S,2S)-2-(4-chlorophenyl)-2-methylspiro[cyclopropane-1,3′-indolin]-2′-one prepared as in Scheme 2. LC/MS m/e calcd. for C27H21ClN2O5: 488, observed (M+H)+: 489.1 1H NMR (400 MHz, DMSO-d6) δppm 1.66 (s, 3 H) 2.18 (d, J=4.80 Hz, 1 H) 2.38 (d, J=5.05 Hz, 1 H) 4.12 (t, J=8.08 Hz, 2 H) 4.47 (t, J=7.96 Hz, 2 H) 6.9... Reactants: ClC=1N=NC(=CC1N)Cl (3,6-dichloro-pyridazin-4-ylamine), C(C(F)(F)F)O (trifluoroethanol), O.[OH-].[Li+] (lithium hydroxide hydrate). Run in O (water), CS(=O)C (dimethylsulfoxide), O (water). Run at temperature 80 celsius, time 2 hour. The product is ClC1=CC(=C(N=N1)OCC(F)(F)F)N (6-chloro-3-(2,2,2-trifluoro-ethoxy)-pyridazin-4-ylamine). Yield: 84.4%. Reaction SMILES: Cl[C:2]1[N:3]=[N:4][C:5]([Cl:9])=[CH:6][C:7]=1[NH2:8].[CH2:10]([OH:15])[C:11]([F:14])([F:13])[F:12].O.[OH-].[Li+]>CS(C)=O.O>[Cl:9][C:5]1[N:4]=[N:3][C:2]([O:15][CH2:10][C:11]([F:14])([F:13])[F:12])=[C:7]([NH2:8])[CH:6]=1 |f:2.3.4|. Procedure: To a solution of 3.28 g 3,6-dichloro-pyridazin-4-ylamine in 30 mL dimethylsulfoxide and 4.0 g trifluoroethanol was added 1.84 g lithium hydroxide hydrate and 3 mL water and the mixture was heated to 80° C. for 18 h. The reaction mixture was diluted with 100 mL water and stirred at ambient temperature for 2 h. The resulting solid was collected by filtration washed with water and dried to constant weight under high vacuum to yield 3.84 g of the title compound as off white crystals, MS 228.1 and 23... Procedure: To a solution of 3-[2-(2-ethylbenzoimidazol-1-yl)-9-methyl-6-morpholin-4-yl-9H-purin-8-ylmethyl]azetidine-1-carboxylic acid tert-butyl ester (917 mg, 1.72 mmol) in DCM (6 mL) was added TFA (3 mL) and the resulting mixture stirred for 3 h at r.t. The reaction mixture was loaded onto an Isolute® SCX-2 cartridge which was washed with MeOH/DCM and the product eluted with 2M NH3/MeOH affording the title compound as a colourless oil (647 mg, 87%). LCMS (method H): RT 1.83 min [M+H]+ 433.3 The solvent is C(Cl)Cl (DCM). As a reaction SMILES: C(OC([N:8]1[CH2:11][CH:10]([CH2:12][C:13]2[N:14]([CH3:39])[C:15]3[C:20]([N:21]=2)=[C:19]([N:22]2[CH2:27][CH2:26][O:25][CH2:24][CH2:23]2)[N:18]=[C:17]([N:28]2[C:32]4[CH:33]=[CH:34][CH:35]=[CH:36][C:31]=4[N:30]=[C:29]2[CH2:37][CH3:38])[N:16]=3)[CH2:9]1)=O)(C)(C)C.C(O)(C(F)(F)F)=O>C(Cl)Cl>[NH:8]1[CH2:9][CH:10]([CH2:12][C:13]2[N:14]([CH3:39])[C:15]3[C:20]([N:21]=2)=[C:19]([N:22]2[CH2:27][CH2:26][O:25][CH2:24][CH2:23]2)[N:18]=[C:17]([N:28]2[C:32]4[CH:33]=[CH:34][CH:35]=[CH:36][C:31]=4[N:30]=[C:29]2[CH2:37][CH3:38])[N:16]=3)[CH2:11]1. Run at time 3 hour. The product is N1CC(C1)CC=1N(C2=NC(=NC(=C2N1)N1CCOCC1)N1C(=NC2=C1C=CC=C2)CC)C (8-Azetidin-3-ylmethyl-2-(2-ethylbenzoimidazol-1-yl)-9-methyl-6-morpholin-4-yl-9H-purine). Reactants: C(C)(C)(C)OC(=O)N1CC(C1)CC=1N(C2=NC(=NC(=C2N1)N1CCOCC1)N1C(=NC2=C1C=CC=C2)CC)C (3-[2-(2-ethylbenzoimidazol-1-yl)-9-methyl-6-morpholin-4-yl-9H-purin-8-ylmethyl]azetidine-1-carboxylic acid tert-butyl ester), C(=O)(C(F)(F)F)O (TFA). Reactants: CCOCC(O[Si](C)(C)C(C)(C)C)C(=O)Nc1ccc(C)cn1, CCCC[N+](CCCC)(CCCC)CCCC, [F-], C1CCOC1. Yields the product CCOCC(O)C(=O)Nc1ccc(C)cn1. RXN SMILES: [C:19]([Si:20]([CH3:21])([CH3:22])[O:24][CH:25]([C:26](=[O:27])[NH:28][c:29]1[n:30][cH:31][c:32]([CH3:35])[cH:33][cH:34]1)[CH2:36][O:37][CH2:38][CH3:39])([CH3:23])([CH3:40])[CH3:41].[CH3:2][CH2:3][CH2:4][CH2:5][N+:6]([CH2:7][CH2:8][CH2:9][CH3:10])([CH2:11][CH2:12][CH2:13][CH3:14])[CH2:15][CH2:16][CH2:17][CH3:18].[F-:1].[O:42]1[CH2:43][CH2:44][CH2:45][CH2:46]1>>[OH:24][CH:25]([C:26](=[O:27])[NH:28][c:29]1[n:30][cH:31][c:32]([CH3:35])[cH:33][cH:34]1)[CH2:36][O:37][CH2:38][CH3:39]. Starting materials: ClC1=CC(=C(N=N1)OC)C(CC)=O (1-(6-chloro-3-methoxy-pyridazin-4-yl)-propan-1-one), CC1=C(C(=CC(=C1)B1OC(C(O1)(C)C)(C)C)C)O (2,6-dimethyl-4-(4,4,5,5-tetramethyl-[1,3,2]dioxaborolan-2-yl)-phenol), aqueous solution, C([O-])([O-])=O.[Na+].[Na+] (sodium carbonate), C([O-])(O)=O.[Na+] (sodium bicarbonate). Reagents/catalysts: [Pd].C1(=CC=CC=C1)P(C1=CC=CC=C1)C1=CC=CC=C1.C1(=CC=CC=C1)P(C1=CC=CC=C1)C1=CC=CC=C1.C1(=CC=CC=C1)P(C1=CC=CC=C1)C1=CC=CC=C1.C1(=CC=CC=C1)P(C1=CC=CC=C1)C1=CC=CC=C1 (tetrakis(triphenylphosphine) palladium (0)). Solvent: COCCOC (DME), C(C)(=O)OCC (ethyl acetate). Conditions: time 5 minute. The product is OC1=C(C=C(C=C1C)C1=CC(=C(N=N1)OC)C(CC)=O)C (1-[6-(4-Hydroxy-3,5-dimethyl-phenyl)-3-methoxy-pyridazin-4-yl]-propan-1-one). Reaction SMILES: Cl[C:2]1[N:7]=[N:6][C:5]([O:8][CH3:9])=[C:4]([C:10](=[O:13])[CH2:11][CH3:12])[CH:3]=1.[CH3:14][C:15]1[CH:20]=[C:19](B2OC(C)(C)C(C)(C)O2)[CH:18]=[C:17]([CH3:30])[C:16]=1[OH:31].C(=O)([O-])[O-].[Na+].[Na+].C(=O)(O)[O-].[Na+]>COCCOC.[Pd].C1(P(C2C=CC=CC=2)C2C=CC=CC=2)C=CC=CC=1.C1(P(C2C=CC=CC=2)C2C=CC=CC=2)C=CC=CC=1.C1(P(C2C=CC=CC=2)C2C=CC=CC=2)C=CC=CC=1.C1(P(C2C=CC=CC=2)C2C=CC=CC=2)C=CC=CC=1.C(OCC)(=O)C>[OH:31][C:16]1[C:17]([CH3:30])=[CH:18][C:19]([C:2]2[N:7]=[N:6][C:5]([O:8][CH3:9])=[C:4]([C:10](=[O:13])[CH2:11][CH3:12])[CH:3]=2)=[CH:20][C:15]=1[CH3:14] |f:2.3.4,5.6,8.9.10.11.12|. Procedure: 2 g of 1-(6-chloro-3-methoxy-pyridazin-4-yl)-propan-1-one and 1.73 g of tetrakis(triphenylphosphine) palladium (0) are dissolved in 10 ml DME and the solution is stirred for 5 min at RT (room temperature) under argon. 3 g of 2,6-dimethyl-4-(4,4,5,5-tetramethyl-[1,3,2]dioxaborolan-2-yl)-phenol and 10 ml of a 2M aqueous solution of sodium carbonate are added and the reaction solution is stirred at 95° C. for 4 h. The reaction solution is poured into ethyl acetate and ished with saturated aqueous s... Starting materials: CC1=NN=C(N1C=1C=C2C=CC(=NC2=C(C1)C)OC)C (6-[3,5-dimethyl-1,2,4-triazol-4-yl]-2-methoxy-8-methylquinoline), C([O-])([O-])=O.[Na+].[Na+] (sodium carbonate). Run in Cl (hydrochloric acid). Yields the product CC1=NN=C(N1C=1C=C2C=CC(NC2=C(C1)C)=O)C (6-[3,5-dimethyl-1,2,4-triazol-4-yl]-8-methyl-2-(1H)-quinolone). As a reaction SMILES: [CH3:1][C:2]1[N:6]([C:7]2[CH:8]=[C:9]3[C:14](=[C:15]([CH3:17])[CH:16]=2)[N:13]=[C:12]([O:18]C)[CH:11]=[CH:10]3)[C:5]([CH3:20])=[N:4][N:3]=1.C(=O)([O-])[O-].[Na+].[Na+]>Cl>[CH3:20][C:5]1[N:6]([C:7]2[CH:8]=[C:9]3[C:14](=[C:15]([CH3:17])[CH:16]=2)[NH:13][C:12](=[O:18])[CH:11]=[CH:10]3)[C:2]([CH3:1])=[N:3][N:4]=1 |f:1.2.3|. Reported procedure: A stirred solution of 6-[3,5-dimethyl-1,2,4-triazol-4-yl]-2-methoxy-8-methylquinoline (0.24 g) in 5M hydrochloric acid (20 cm3) was heated under reflux for 1 hour. The cooled solution was then basified to pH8 with 10% aqueous sodium carbonate solution and extracted with chloroform (5×50 cm3). The combined and dried (MgSO4) organic phases were evaporated in vacuo and the residue was chromatographed on silica (Merck "MK 60.9385" [Trade Mark]) eluting with dichloromethane:methanol, 20:1, to afford ... The reactants are CS(=O)(=O)O, CCO, CCOC(=O)COc1ccc(CCNC(C)C(O)c2ccc(O)cc2)cc1Cl. The product is CS(=O)(=O)O, CCOC(=O)COc1ccc(CCNC(C)C(O)c2ccc(O)cc2)cc1Cl. As a reaction SMILES: [CH3:29][S:30]([OH:31])(=[O:32])=[O:33].[CH3:34][CH2:35][OH:36].[Cl:1][c:2]1[c:3]([O:4][CH2:5][C:6](=[O:7])[O:8][CH2:9][CH3:10])[cH:11][cH:12][c:13]([CH2:15][CH2:16][NH:17][CH:18]([CH:19]([c:20]2[cH:21][cH:22][c:23]([OH:26])[cH:24][cH:25]2)[OH:27])[CH3:28])[cH:14]1>>[CH3:29][S:30](=[O:31])(=[O:32])[OH:33].[Cl:1][c:2]1[c:3]([O:4][CH2:5][C:6](=[O:7])[O:8][CH2:9][CH3:10])[cH:11][cH:12][c:13]([CH2:15][CH2:16][NH:17][CH:18]([CH:19]([c:20]2[cH:21][cH:22][c:23]([OH:26])[cH:24][cH:25]2)[OH:27])[CH3:28])[cH:14]1.